Dataset: the Open Reaction Database (ORD), a public repository of structured organic reaction records. Task: describe an organic reaction: reactants, conditions, products, and yield The reactants are OC(C#N)(C)C (2-hydroxy-2-methyl-propionitrile), N1CCCCC1 (piperidine). Product: NCC(C)(C)N1CCCCC1 (1-(2-amino-1,1-dimethylethyl)piperidine). RXN SMILES: O[C:2]([CH3:6])([CH3:5])[C:3]#[N:4].[NH:7]1[CH2:12][CH2:11][CH2:10][CH2:9][CH2:8]1>>[NH2:4][CH2:3][C:2]([N:7]1[CH2:12][CH2:11][CH2:10][CH2:9][CH2:8]1)([CH3:6])[CH3:5]. Procedure details: The starting material 1-(2-amino-1,1-dimethylethyl)piperidine was prepared in a route similar to that in Example 39 from 2-hydroxy-2-methyl-propionitrile and piperidine.